From a dataset of the Open Reaction Database (ORD), a public repository of structured organic reaction records. describe an organic reaction: reactants, conditions, products, and yield Reactants: C1(=CC=CC=C1)C=1N=C(OC1C1=CC=CC=C1)C=CC=1C=C(C=CC1)C=CC(=O)OCC (ethyl 3-[3-[2-(4,5-diphenyl-2-oxazolyl)ethenyl]phenyl]-2-propenoate), [OH-].[Na+] (sodium hydroxide). Yields the product C1(=CC=CC=C1)C=1N=C(OC1C1=CC=CC=C1)C=CC=1C=C(C=CC1)C=CC(=O)O (3-[3-[2-(4,5-Diphenyl-2-oxazolyl) ethenyl]phenyl]-2-propenoic Acid). As a reaction SMILES: [C:1]1([C:7]2[N:8]=[C:9]([CH:18]=[CH:19][C:20]3[CH:21]=[C:22]([CH:26]=[CH:27][C:28]([O:30]CC)=[O:29])[CH:23]=[CH:24][CH:25]=3)[O:10][C:11]=2[C:12]2[CH:17]=[CH:16][CH:15]=[CH:14][CH:13]=2)[CH:6]=[CH:5][CH:4]=[CH:3][CH:2]=1.[OH-].[Na+]>>[C:1]1([C:7]2[N:8]=[C:9]([CH:18]=[CH:19][C:20]3[CH:21]=[C:22]([CH:26]=[CH:27][C:28]([OH:30])=[O:29])[CH:23]=[CH:24][CH:25]=3)[O:10][C:11]=2[C:12]2[CH:17]=[CH:16][CH:15]=[CH:14][CH:13]=2)[CH:2]=[CH:3][CH:4]=[CH:5][CH:6]=1 |f:1.2|. Procedure: Hydrolysis of ethyl 3-[3-[2-(4,5-diphenyl-2-oxazolyl)ethenyl]phenyl]-2-propenoate with sodium hydroxide analogously to the procedure of Example 10 provides the title compound. Product: C#Cc1cnc2cc(C(C)(C)C)nn2c1. Reaction SMILES: [C:1]([CH3:2])([CH3:3])([CH3:4])[c:5]1[n:6][n:7]2[c:8]([n:9][cH:10][c:11]([C:13]#[C:14][Si:15]([CH3:16])([CH3:17])[CH3:18])[cH:12]2)[cH:19]1.[CH2:21]([N+:22]([CH2:23][CH2:24][CH2:25][CH3:26])([CH2:27][CH2:28][CH2:29][CH3:30])[CH2:31][CH2:32][CH2:33][CH3:34])[CH2:35][CH2:36][CH3:37].[Cl:38][CH2:39][Cl:40].[F-:20]>>[C:1]([CH3:2])([CH3:3])([CH3:4])[c:5]1[n:6][n:7]2[c:8]([n:9][cH:10][c:11]([C:13]#[CH:14])[cH:12]2)[cH:19]1. The reactants are CC(C)(C)c1cc2ncc(C#C[Si](C)(C)C)cn2n1, CCCC[N+](CCCC)(CCCC)CCCC, ClCCl, [F-]. Reactants: CC(C)(C)OC(=O)N1CCC(N)(CO)C1, CCOC(C)=O, CCCCc1nnc(C(=O)Oc2c(F)c(F)c(F)c(F)c2F)cc1-c1ccc(OC2CCCCC2)cc1. The product is CCCCc1nnc(C(=O)NC2(CO)CCN(C(=O)OC(C)(C)C)C2)cc1-c1ccc(OC2CCCCC2)cc1. Reaction SMILES: [C:1]([CH3:2])([CH3:3])([CH3:4])[O:5][C:6](=[O:7])[N:8]1[CH2:9][C:10]([CH2:13][OH:14])([NH2:15])[CH2:11][CH2:12]1.[CH3:53][CH2:54][O:55][C:56](=[O:57])[CH3:58].[F:16][c:17]1[c:18]([O:23][C:24](=[O:19])[c:26]2[n:27][n:28][c:29]([CH2:45][CH2:46][CH2:47][CH3:48])[c:30](-[c:32]3[cH:33][cH:34][c:35]([O:38][CH:39]4[CH2:40][CH2:41][CH2:42][CH2:43][CH2:44]4)[cH:36][cH:37]3)[cH:31]2)[c:20]([F:21])[c:22]([F:25])[c:49]([F:50])[c:51]1[F:52]>>[C:1]([CH3:2])([CH3:3])([CH3:4])[O:5][C:6](=[O:7])[N:8]1[CH2:9][C:10]([CH2:13][OH:14])([NH:15][C:24](=[O:23])[c:26]2[n:27][n:28][c:29]([CH2:45][CH2:46][CH2:47][CH3:48])[c:30](-[c:32]3[cH:33][cH:34][c:35]([O:38][CH:39]4[CH2:40][CH2:41][CH2:42][CH2:43][CH2:44]4)[cH:36][cH:37]3)[cH:31]2)[CH2:11][CH2:12]1. Starting materials: C(#N)C=1C(=NC(=C(C1)C)C)O (3-cyano-5,6-dimethyl-2-hydroxypyridine), P(Cl)(Cl)(Cl)(Cl)Cl (phosphorus pentachloride). The product is ClC1=NC(=C(C=C1C#N)C)C (2-chloro-3-cyano-5,6-dimethylpyridine). The yield is 53.6%. Reaction SMILES: [C:1]([C:3]1[C:4](O)=[N:5][C:6]([CH3:10])=[C:7]([CH3:9])[CH:8]=1)#[N:2].P(Cl)(Cl)(Cl)(Cl)[Cl:13]>>[Cl:13][C:4]1[C:3]([C:1]#[N:2])=[CH:8][C:7]([CH3:9])=[C:6]([CH3:10])[N:5]=1. Reported procedure: An intimate mixture of 3-cyano-5,6-dimethyl-2-hydroxypyridine (42 g) and phosphorus pentachloride (81 g) was heated at 140°-160° for 2 hours. Phosphoryl chloride was removed by distillation under reduced pressure and icewater (500 g) was added to the residue. The mixture was adjusted to pH 7 with aqueous sodium hydroxide and extracted with ether. The ether extracts were evaporated to an oil which was crystallised from ether/petroleum ether (b.p. 60°-80°) to give 2-chloro-3-cyano-5,6-dimethylpyri... The reactants are Cl (hydrochloric acid), FC=1C(=C(C2=C(C(C=C(O2)C2=CC(=C(C=C2)NC(C(C)(C)C)=O)F)=O)C1NC(C(C)(C)C)=O)F)CO (6,8-difluoro-2-(3-fluoro-4-pivaloylaminophenyl)-7-hydroxymethyl-5-pivaloylamino-4H-1-benzopyran-4-one), aqueous solution, [OH-].[Na+] (sodium hydroxide). The solvent is C(C)O (ethanol). Product: NC1=C(C(=C(C2=C1C(C=C(O2)C2=CC(=C(C=C2)N)F)=O)F)CO)F (5-Amino-2-(4-amino-3-fluorophenyl)-6,8-difluoro-7-hydroxymethyl-4H-1-benzopyran-4-one). Yield: 60.5%. RXN SMILES: Cl.[F:2][C:3]1[C:4]([CH2:36][OH:37])=[C:5]([F:35])[C:6]2[O:11][C:10]([C:12]3[CH:17]=[CH:16][C:15]([NH:18]C(=O)C(C)(C)C)=[C:14]([F:25])[CH:13]=3)=[CH:9][C:8](=[O:26])[C:7]=2[C:27]=1[NH:28]C(=O)C(C)(C)C.[OH-].[Na+]>C(O)C>[NH2:28][C:27]1[C:7]2[C:8](=[O:26])[CH:9]=[C:10]([C:12]3[CH:17]=[CH:16][C:15]([NH2:18])=[C:14]([F:25])[CH:13]=3)[O:11][C:6]=2[C:5]([F:35])=[C:4]([CH2:36][OH:37])[C:3]=1[F:2] |f:2.3|. Procedure: 40 mL of ethanol and 20 mL of concentrated hydrochloric acid were added to 903 mg (1.79 mmol) of the above 6,8-difluoro-2-(3-fluoro-4-pivaloylaminophenyl)-7-hydroxymethyl-5-pivaloylamino-4H-1-benzopyran-4-one and the mixture was heated at reflux for 6.5 hours. The reaction solution was cooled on ice and adjusted to pH 7 to 8 by addition of a 10N aqueous solution of sodium hydroxide thereto, and the precipitated crystals were collected by filtration. The crystals were purified by silica gel colum... Starting materials: COC=1C=C(C=O)C=C(C1)OC (3,5-Dimethoxybenzaldehyde), C(C)C=1OCC(N1)(CC)CC (2,4,4-triethyl-2-oxazoline). Yields the product COC=1C=C(C=C(C1)OC)C=C(C)C=1OCC(N1)(C)C (2-[2-(3,5-dimethoxyphenyl)-1-methylethenyl]-4,4-dimethyl-2-oxazoline). Reaction SMILES: [CH3:1][O:2][C:3]1[CH:4]=[C:5]([CH:8]=[C:9]([O:11][CH3:12])[CH:10]=1)[CH:6]=O.[CH2:13]([C:15]1[O:16][CH2:17][C:18]([CH2:22]C)([CH2:20]C)[N:19]=1)[CH3:14]>>[CH3:1][O:2][C:3]1[CH:4]=[C:5]([CH:6]=[C:13]([C:15]2[O:16][CH2:17][C:18]([CH3:22])([CH3:20])[N:19]=2)[CH3:14])[CH:8]=[C:9]([O:11][CH3:12])[CH:10]=1. Procedure: 3,5-Dimethoxybenzaldehyde was reacted with 2,4,4-triethyl-2-oxazoline to produce 2-[2-(3,5-dimethoxyphenyl)-1-methylethenyl]-4,4-dimethyl-2-oxazoline (P-1641), b.p. 171°-173° at 0.25 mm. It was administered to mice to determine the acute oral toxicity and a trained observer studied the animals for tranquilizing activity. The oral LD0 was determined to be over 5 g/kg and the animals receiving it were observed to be highly tranquilized. The compound is administered orally to animals in need of tra... Reactants: CC(=CC/C=C(\C)/C=C)C (trans-ocimene), C(C)(=O)OO (peracetic acid), C(C)(=O)[O-].[Na+] (sodium acetate), C(C)(=O)[O-].[Na+] (sodium acetate). Solvent: C(Cl)Cl (methylene chloride). Conditions: temperature 0 celsius, time 1 hour. The product is CC(=CC[C@H]1[C@@](O1)(C)C=C)C (trans-epoxyocimene). The yield is 90.0%. RXN SMILES: [CH3:1][C:2]([CH3:10])=[CH:3][CH2:4]/[CH:5]=[C:6](/[CH:8]=[CH2:9])\[CH3:7].C([O-])(=[O:13])C.[Na+].C(OO)(=O)C>C(Cl)Cl>[CH3:1][C:2]([CH3:10])=[CH:3][CH2:4][C@@H:5]1[O:13][C@@:6]1([CH:8]=[CH2:9])[CH3:7] |f:1.2|. Procedure: A solution of 204 g. of trans-ocimene and 150 g. of sodium acetate in 750 ml. of methylene chloride was stirred for one hour at room temperature, then it was cooled to 0°C. within about 15 min. Then, the addition of a solution of 3 g. of sodium acetate in 315 g. of 42% peracetic acid was started dropwide at a rate adjusted so that the temperature rose to 20°-25°. Without removing the cooling device but by maintaining a suitable rate of addition, the temperature was kept constant until the additi... Reactants: ClC1=CC(=C(CN2N=C(C3=CC=CC=C23)C(C)(C)O)C=C1)C (2-[1-(4-chloro-2-methylbenzyl)-1H-indazol-3-yl]propan-2-ol), ClC1=C(CN2N=C(C3=CC=CC=C23)C(=O)OCC)C=CC(=C1)Cl (ethyl 1-(2,4-dichlorobenzyl)-1H-indazole-3-carboxylate). Product: ClC1=C(CN2N=C(C3=CC=CC=C23)C(C)(C)O)C=CC(=C1)Cl (2-[1-(2,4-dichlorobenzyl)-1H-indazol-3-yl]propan-2-ol). RXN SMILES: [Cl:1][C:2]1[CH:21]=[CH:20][C:5]([CH2:6][N:7]2[C:15]3[C:10](=[CH:11][CH:12]=[CH:13][CH:14]=3)[C:9]([C:16]([OH:19])([CH3:18])[CH3:17])=[N:8]2)=[C:4](C)[CH:3]=1.[Cl:23]C1C=C(Cl)C=CC=1CN1C2C(=CC=CC=2)C(C(OCC)=O)=N1>>[Cl:23][C:4]1[CH:3]=[C:2]([Cl:1])[CH:21]=[CH:20][C:5]=1[CH2:6][N:7]1[C:15]2[C:10](=[CH:11][CH:12]=[CH:13][CH:14]=2)[C:9]([C:16]([OH:19])([CH3:18])[CH3:17])=[N:8]1. Procedure: The product was obtained using the method described for the preparation of compound 10b, but using as starting material compound 11a (0.4 mol) instead of compound 10a.